This data is from the Open Reaction Database (ORD), a public repository of structured organic reaction records. The task is: describe an organic reaction: reactants, conditions, products, and yield Reactants: tetrakis(triphenylphosphosphine) palladium (0), C(C)S(=O)(=O)N1CCC(CC1)C1=CNC2=C(C=C(C=C12)B1OC(C(O1)(C)C)(C)C)C(=O)N (3-[1-(ethylsulfonyl)-4-piperidinyl]-5-(4,4,5,5-tetramethyl-1,3,2-dioxaborolan-2-yl)-1H-indole-7-carboxamide), BrC=1C=C(C=O)C=CC1F (3-bromo-4-fluorobenzaldehyde), C(=O)([O-])[O-].[K+].[K+] (K2CO3). The solvent is O1CCOCC1 (dioxane), O (H2O). Run at temperature 160 celsius. The product is C(C)S(=O)(=O)N1CCC(CC1)C1=CNC2=C(C=C(C=C12)C1=C(C=CC(=C1)C=O)F)C(=O)N (3-[1-(ethylsulfonyl)-4-piperidinyl]-5-(2-fluoro-5-formylphenyl)-1H-indole-7-carboxamide). Reaction SMILES: [CH2:1]([S:3]([N:6]1[CH2:11][CH2:10][CH:9]([C:12]2[C:20]3[C:15](=[C:16]([C:30]([NH2:32])=[O:31])[CH:17]=[C:18](B4OC(C)(C)C(C)(C)O4)[CH:19]=3)[NH:14][CH:13]=2)[CH2:8][CH2:7]1)(=[O:5])=[O:4])[CH3:2].Br[C:34]1[CH:35]=[C:36]([CH:39]=[CH:40][C:41]=1[F:42])[CH:37]=[O:38].C([O-])([O-])=O.[K+].[K+]>O1CCOCC1.O>[CH2:1]([S:3]([N:6]1[CH2:11][CH2:10][CH:9]([C:12]2[C:20]3[C:15](=[C:16]([C:30]([NH2:32])=[O:31])[CH:17]=[C:18]([C:34]4[CH:35]=[C:36]([CH:37]=[O:38])[CH:39]=[CH:40][C:41]=4[F:42])[CH:19]=3)[NH:14][CH:13]=2)[CH2:8][CH2:7]1)(=[O:5])=[O:4])[CH3:2] |f:2.3.4|. Reported procedure: To a solution of 3-[1-(ethylsulfonyl)-4-piperidinyl]-5-(4,4,5,5-tetramethyl-1,3,2-dioxaborolan-2-yl)-1H-indole-7-carboxamide (200 mg, 0.434 mmol) in dioxane (3.0 mL) and H2O (1.0 mL) was added 3-bromo-4-fluorobenzaldehyde (264 mg, 1.30 mmol), and K2CO3 (360 mg, 2.60 mmol) in microwave tube. The reaction mixture was degassed for 5 min before addition of tetrakis(triphenylphosphosphine) palladium (0) (48 mg, 0.043 mmol). The reaction was heated in a microwave for 30 min at 160° C. The organic laye... Reactants: ClC1=NC=C(C(=O)OCC)C(=C1)NC (ethyl 6-chloro-4-(methylamino)nicotinate), [H-].[H-].[H-].[H-].[Li+].[Al+3] (LiAlH4), N#N (N2). Solvent: C1CCOC1 (THF). Reaction conditions: time 20 minute. Product: ClC1=CC(=C(C=N1)CO)NC ((6-chloro-4-(methylamino)pyridin-3-yl)methanol). Isolated yield 89.8%. RXN SMILES: [Cl:1][C:2]1[CH:12]=[C:11]([NH:13][CH3:14])[C:5]([C:6](OCC)=[O:7])=[CH:4][N:3]=1.[H-].[H-].[H-].[H-].[Li+].[Al+3].N#N>C1COCC1>[Cl:1][C:2]1[N:3]=[CH:4][C:5]([CH2:6][OH:7])=[C:11]([NH:13][CH3:14])[CH:12]=1 |f:1.2.3.4.5.6|. Procedure: To a 0° C. solution of ethyl 6-chloro-4-(methylamino)nicotinate (4 g, 18.7 mmol, from Example C3) in THF (40 mL) was added LiAlH4 (1.4 g, 37.4 mmol) portionwise under a N2 atmosphere. After stirring for 20 min, the reaction was quenched by cautious addition of water followed by aqueous solution of 2 N NaOH. The suspension was filtered and the filtrate was concentrated to afford (6-chloro-4-(methylamino)pyridin-3-yl)methanol (2.9 g, 90.6% yield), which was used in next step without purification. ...